Dataset: the Open Reaction Database (ORD), a public repository of structured organic reaction records. Task: describe an organic reaction: reactants, conditions, products, and yield Starting materials: C1(=CC=CC=C1)C1=NOC(=C1C(=O)OC)C(=O)OC (dimethyl 3-phenylisoxazole-4,5-dicarboxylate), O (water), [Li+].[OH-] (LiOH), hydrate. The solvent is CO (MeOH). Run at time 1 hour. Product: COC(=O)C=1C(=NOC1C(=O)O)C1=CC=CC=C1 (4-(methoxycarbonyl)-3-phenylisoxazole-5-carboxylic acid). Isolated yield 97.3%. RXN SMILES: [C:1]1([C:7]2[C:11]([C:12]([O:14][CH3:15])=[O:13])=[C:10]([C:16]([O:18]C)=[O:17])[O:9][N:8]=2)[CH:6]=[CH:5][CH:4]=[CH:3][CH:2]=1.O.[Li+].[OH-]>CO>[CH3:15][O:14][C:12]([C:11]1[C:7]([C:1]2[CH:6]=[CH:5][CH:4]=[CH:3][CH:2]=2)=[N:8][O:9][C:10]=1[C:16]([OH:18])=[O:17])=[O:13] |f:2.3|. Procedure details: To a solution of dimethyl 3-phenylisoxazole-4,5-dicarboxylate (770 mg, 2.95 mmol) in MeOH (15 mL)/water (5.00 mL) at rt was added LiOH, hydrate (124 mg, 2.95 mmol) and the reaction mixture was allowed to stir at rt for 1 hr. The MeOH was removed in vacuo and the remaining aqueous solution was diluted with water (5 mL). The pH was adjusted to <1 with 1N HCl and the mixture was extracted with EtOAc (40 mL). The organic layer was washed with brine (25 mL), dried (MgSO4) and concentrated to afford 4... RXN SMILES: [ClH:1].[Cl:2]C[C:4]1[C:5]([CH2:17][O:18][C:19]([O:21][CH2:22][CH3:23])=[O:20])=[C:6]([O:11][C:12]([O:14][CH2:15][CH3:16])=[O:13])[C:7]([CH3:10])=[N:8][CH:9]=1.[NH2:24][C:25]([NH2:27])=[S:26].[CH:28](O)(C)C>>[ClH:2].[ClH:1].[CH2:15]([O:14][C:12]([O:11][C:6]1([CH2:28][NH:24][C:25](=[NH:27])[SH:26])[C:5]([CH2:17][O:18][C:19]([O:21][CH2:22][CH3:23])=[O:20])=[CH:4][CH:9]=[N:8][CH:7]1[CH3:10])=[O:13])[CH3:16] |f:0.1,4.5.6|. Procedure details: A mixture of 0.1 mole of 5-chloromethyl-3-ethoxycarbonyloxy-4-ethoxycarbonyloxymethyl-2-methylpyridine hydrochloride, 0.11 mole of thiourea are refluxed 2 hours in 100 ml. isopropanol. The reaction mixture is cooled and 3-ethoxycarbonyloxy-4-ethoxycarbonyloxymethyl-3-isothioureidomethyl-2-methylpyridine dihydrochloride is separated by filtration. Product: Cl.Cl.C(C)OC(=O)OC1(C(N=CC=C1COC(=O)OCC)C)CNC(S)=N (3-ethoxycarbonyloxy-4-ethoxycarbonyloxymethyl-3-isothioureidomethyl-2-methylpyridine dihydrochloride). Starting materials: Cl.ClCC=1C(=C(C(=NC1)C)OC(=O)OCC)COC(=O)OCC (5-chloromethyl-3-ethoxycarbonyloxy-4-ethoxycarbonyloxymethyl-2-methylpyridine hydrochloride), NC(=S)N (thiourea), C(C)(C)O (isopropanol). Reactants: CCN1CCN(C(=O)c2cccc(Br)c2C)CC1, COc1ccc(CN(Cc2ccc(OC)cc2)c2ncc(-c3nc(N4CCOCC4)nc4c3CCN4)cn2)cc1, CCN1CCN(C(=O)c2cccc(N3CCc4c(-c5cnc(N(Cc6ccc(OC)cc6)Cc6ccc(OC)cc6)nc5)nc(N5CCOCC5)nc43)c2C)CC1. The product is CCN1CCN(C(=O)c2cccc(N3CCc4c(-c5cnc(N)nc5)nc(N5CCOCC5)nc43)c2C)CC1. Reaction SMILES: [Br:41][c:42]1[c:43]([CH3:44])[c:45]([C:46]([N:47]2[CH2:48][CH2:49][N:50]([CH2:51][CH3:52])[CH2:53][CH2:54]2)=[O:55])[cH:56][cH:57][cH:58]1.[CH3:1][O:2][c:3]1[cH:4][cH:5][c:6]([CH2:7][N:8]([CH2:9][c:10]2[cH:11][cH:12][c:13]([O:14][CH3:15])[cH:16][cH:17]2)[c:18]2[n:19][cH:20][c:21](-[c:22]3[c:23]4[c:27]([n:28][c:29]([N:30]5[CH2:31][CH2:32][O:33][CH2:34][CH2:35]5)[n:36]3)[NH:26][CH2:25][CH2:24]4)[cH:37][n:38]2)[cH:39][cH:40]1.[CH3:59][O:60][c:61]1[cH:62][cH:63][c:64]([CH2:65][N:66]([c:67]2[n:68][cH:69][c:70](-[c:73]3[c:74]4[c:75]([n:76][c:77]([N:79]5[CH2:80][CH2:81][O:82][CH2:83][CH2:84]5)[n:78]3)[N:85]([c:88]3[c:89]([CH3:104])[c:90]([C:94](=[O:95])[N:96]5[CH2:97][CH2:98][N:99]([CH2:102][CH3:103])[CH2:100][CH2:101]5)[cH:91][cH:92][cH:93]3)[CH2:86][CH2:87]4)[cH:71][n:72]2)[CH2:105][c:106]2[cH:107][cH:108][c:109]([O:110][CH3:111])[cH:112][cH:113]2)[cH:114][cH:115]1>>[NH2:66][c:67]1[n:68][cH:69][c:70](-[c:73]2[c:74]3[c:75]([n:76][c:77]([N:79]4[CH2:80][CH2:81][O:82][CH2:83][CH2:84]4)[n:78]2)[N:85]([c:88]2[c:89]([CH3:104])[c:90]([C:94](=[O:95])[N:96]4[CH2:97][CH2:98][N:99]([CH2:102][CH3:103])[CH2:100][CH2:101]4)[cH:91][cH:92][cH:93]2)[CH2:86][CH2:87]3)[cH:71][n:72]1. The reactants are carboxylic acid, Cl (HCl), CC(C)(C)[Si](O[C@@H](CN(C(=O)OC(C)(C)C)C[C@@H]1OC2=CC=C(C=C2CC1)C1=CC(=C(C(=O)OCC2=CC=CC=C2)C=C1)OC1=CC=CC=C1)C=1C=NC=CC1)(C)C (Phenylmethyl 4-{(2R)-2-[([(2R)-2-{[(1,1-dimethylethyl) (dimethyl)silyl]oxy}-2-(3-pyridinyl)ethyl]{[(1,1-dimethylethyl)oxy]carbonyl}amino) methyl]-3,4-dihydro-2H-chromen-6-yl}-2-(phenyloxy)benzoate). The reagents and catalysts are [Pd] (Pd/C). The solvent is O1CCOCC1 (dioxane), C(C)O (ethanol). Yields the product O[C@@H](CNC[C@@H]1OC2=CC=C(C=C2CC1)C1=CC(=C(C(=O)O)C=C1)OC1=CC=CC=C1)C=1C=NC=CC1 (4-[(2R)-2-({[(2R)-2-hydroxy-2-(3-pyridinyl)ethyl]amino}methyl)-3,4-dihydro-2H-chromen-6-yl]-2-(phenyloxy)benzoic Acid). As a reaction SMILES: CC([Si](C)(C)[O:6][C@H:7]([C:51]1[CH:52]=[N:53][CH:54]=[CH:55][CH:56]=1)[CH2:8][N:9]([CH2:17][C@H:18]1[CH2:27][CH2:26][C:25]2[C:20](=[CH:21][CH:22]=[C:23]([C:28]3[CH:43]=[CH:42][C:31]([C:32]([O:34]CC4C=CC=CC=4)=[O:33])=[C:30]([O:44][C:45]4[CH:50]=[CH:49][CH:48]=[CH:47][CH:46]=4)[CH:29]=3)[CH:24]=2)[O:19]1)C(OC(C)(C)C)=O)(C)C.Cl>C(O)C.O1CCOCC1.[Pd]>[OH:6][C@H:7]([C:51]1[CH:52]=[N:53][CH:54]=[CH:55][CH:56]=1)[CH2:8][NH:9][CH2:17][C@H:18]1[CH2:27][CH2:26][C:25]2[C:20](=[CH:21][CH:22]=[C:23]([C:28]3[CH:43]=[CH:42][C:31]([C:32]([OH:34])=[O:33])=[C:30]([O:44][C:45]4[CH:46]=[CH:47][CH:48]=[CH:49][CH:50]=4)[CH:29]=3)[CH:24]=2)[O:19]1. Reported procedure: Phenylmethyl 4-{(2R)-2-[([(2R)-2-{[(1,1-dimethylethyl)(dimethyl)silyl]oxy}-2-(3-pyridinyl)ethyl]{[(1,1-dimethylethyl)oxy]carbonyl}amino)methyl]-3,4-dihydro-2H-chromen-6-yl}-2-(phenyloxy)benzoate (Example 191, 69 mg, 0.086 mmol) was stirred over a suspension of 10% Pd/C (7 mg) in ethanol (5 mL) under a hydrogen atmosphere for 15 hours. Solids were removed by filtration through Celite®, and the filtrate was concentrated in vacuo. The carboxylic acid intermediate was collected as a colorless oil (2... Reactants: C1=CC=CC=C1 (benzene), [N-]=C=O (isocyanate), 18-crown-6 polyether. Run in C(C)#N (acetonitrile). Product: C1(=CC=CC=C1)N=C=O (phenyl isocyanate). RXN SMILES: [CH:1]1[CH:6]=[CH:5][CH:4]=[CH:3][CH:2]=1.[N-:7]=[C:8]=[O:9]>C(#N)C>[C:1]1([N:7]=[C:8]=[O:9])[CH:6]=[CH:5][CH:4]=[CH:3][CH:2]=1. Procedure details: In the present invention, benzene is oxidized in acetonitrile to form a radical cation. The isocyanate anion (solubilized by the 18-crown-6 polyether) then attacks the activated ring to give a phenyl isocyanate radical which then loses a proton to give phenyl isocyanate. The 18-crown-6 acts as a solid to liquid phase transfer catalyst bringing the insoluble KOCN into the acetonitrile solution. A schematic is shown below. Reactants: OC=1C=C(C=O)C=CC1OC (3-hydroxy-4-methoxybenzaldehyde), B(OCCCC)(OCCCC)OCCCC (tri-n-butyl borate), Cl (HCl), C(CCC)N (n-butylamine), OC1=CC=C(C=C1)C=CC(CC(C)=O)=O (6-(4-Hydroxyphenyl)hex-5-ene-2,4-dione), B(=O)OB=O (boron trioxide), C(=O)(O)[O-].[Na+] (NaHCO3). Run in C(C)(=O)OCC (ethyl acetate), [Cl-].[Na+].O (brine), C(C)(=O)OCC (ethyl acetate). Run at time 1 hour. The product is OC=1C=C(C=CC1OC)\C=C\C(CC(\C=C\C1=CC=C(C=C1)O)=O)=O ((1E,6E)-1-(3-hydroxy-4-methoxyphenyl)-7-(4-hydroxyphenyl)hepta-1,6-diene-3,5-dione). The yield is 86.2%. RXN SMILES: [OH:1][C:2]1[CH:7]=[CH:6][C:5]([CH:8]=[CH:9][C:10](=[O:15])[CH2:11][C:12](=[O:14])[CH3:13])=[CH:4][CH:3]=1.B(OB=O)=O.[OH:21][C:22]1[CH:23]=[C:24]([CH:27]=[CH:28][C:29]=1[O:30][CH3:31])[CH:25]=O.B(OCCCC)(OCCCC)OCCCC.C(N)CCC.Cl.C([O-])(O)=O.[Na+]>C(OCC)(=O)C.[Cl-].[Na+].O>[OH:21][C:22]1[CH:23]=[C:24](/[CH:25]=[CH:13]/[C:12](=[O:14])[CH2:11][C:10](=[O:15])/[CH:9]=[CH:8]/[C:5]2[CH:4]=[CH:3][C:2]([OH:1])=[CH:7][CH:6]=2)[CH:27]=[CH:28][C:29]=1[O:30][CH3:31] |f:6.7,9.10.11|. Reported procedure: 6-(4-Hydroxyphenyl)hex-5-ene-2,4-dione (17.5 mg, 85 μmol) and boron trioxide (11 mg, 0.16 mmol) was placed in a 20 mL reaction vessel, and dissolved in 0.4 mL of ethyl acetate. To the stirring mixture at 80° C. was added a solution of 3-hydroxy-4-methoxybenzaldehyde (16 mg, 0.11 mmol) and tri-n-butyl borate (25 μL, 93 μmol) in 0.7 mL of ethyl acetate. After the reaction mixture was stirred for 2 h at the same temperature, n-butylamine (10 μL, 0.10 mmol) was added with additional stirring for 1 h...